From a dataset of the Open Reaction Database (ORD), a public repository of structured organic reaction records. describe an organic reaction: reactants, conditions, products, and yield Product: CC#CCOc1cc(Nc2cccc(F)c2F)ncn1. Reactants: [Cl-], CC#CCOc1cc(Cl)ncn1, Nc1cccc(F)c1F, [H-], [NH4+], [Na+], C1CCOC1. As a reaction SMILES: [Cl-:24].[Cl:12][c:13]1[n:14][cH:15][n:16][c:17]([O:19][CH2:20][C:21]#[C:22][CH3:23])[cH:18]1.[F:3][c:4]1[c:5]([NH2:6])[cH:7][cH:8][cH:9][c:10]1[F:11].[H-:1].[NH4+:25].[Na+:2].[O:26]1[CH2:27][CH2:28][CH2:29][CH2:30]1>>[F:3][c:4]1[c:5]([NH:6][c:13]2[n:14][cH:15][n:16][c:17]([O:19][CH2:20][C:21]#[C:22][CH3:23])[cH:18]2)[cH:7][cH:8][cH:9][c:10]1[F:11]. The reactants are BrBr (Br2), CN1C(=NC=C1)N1CCOCC1 (4-(1-Methyl-1H-imidazol-2-yl)-morpholine). Solvent: ClC(C)Cl (dichloroethane), O1CCOCC1 (1,4-dioxane), N#N (N2). Conditions: temperature 60 celsius. Product: BrC1=CN=C(N1C)N1CCOCC1 (4-(5-bromo-1-methyl-1H-imidazol-2-yl)-morpholine). The yield is 31.0%. RXN SMILES: [CH3:1][N:2]1[CH:6]=[CH:5][N:4]=[C:3]1[N:7]1[CH2:12][CH2:11][O:10][CH2:9][CH2:8]1.[Br:13]Br>O1CCOCC1.N#N.ClC(Cl)C>[Br:13][C:6]1[N:2]([CH3:1])[C:3]([N:7]2[CH2:12][CH2:11][O:10][CH2:9][CH2:8]2)=[N:4][CH:5]=1. Reported procedure: 4-(1-Methyl-1H-imidazol-2-yl)-morpholine (Nagarajan, K. et al. Indian J. Chem. Sect. B, 21, 10, 1982, 949–952) (1.02 g, 6.08 mmol) was dissolved in 35 mL of 1,4-dioxane under and N2 atmosphere. The mixture was heated to 60° C. and a solution of 0.34 mL (6.4 mmol) of Br2 in 10 mL of dichloroethane was added slowly. The mixture was heated for 1 h, then cooled. The mixture was concentrated and the residue was partitioned between 6.5 mL of 1 N NaOH and 25 mL of EtOAc. The NaOH solution was extracted... Starting materials: BrCCOC=1C=C(C=CC1OC)C[C@H]([C@H](CC1=CC(=C(C=C1)OC)OC)C)C ((±)-(2R,3S)-1-[3-(2-Bromoethoxy)-4-methoxyphenyl]-4-(3,4-dimethoxyphenyl)-2,3-dimethylbutane), C[O-].[Na+] (sodium methoxide), [N+](=O)([O-])C=1NC=CN1 (2-nitroimidazole). Product: COC=1C=C(C=CC1OC)C[C@@H]([C@@H](CC1=CC(=C(C=C1)OC)OCCN1C(=NC=C1)[N+](=O)[O-])C)C ((±)-(2R,3S)-4-(3,4-Dimethoxyphenyl)-1-[4-methoxy-3-[2-(2-nitro-1H-imidazol-1-yl)ethoxy]phenyl]-2,3-dimethylbutane). The yield is 52.9%. As a reaction SMILES: Br[CH2:2][CH2:3][O:4][C:5]1[CH:6]=[C:7]([CH2:13][C@@H:14]([CH3:28])[C@@H:15]([CH3:27])[CH2:16][C:17]2[CH:22]=[CH:21][C:20]([O:23][CH3:24])=[C:19]([O:25][CH3:26])[CH:18]=2)[CH:8]=[CH:9][C:10]=1[O:11][CH3:12].C[O-].[Na+].[N+:32]([C:35]1[NH:36][CH:37]=[CH:38][N:39]=1)([O-:34])=[O:33]>>[CH3:26][O:25][C:19]1[CH:18]=[C:17]([CH2:16][C@H:15]([CH3:27])[C@H:14]([CH3:28])[CH2:13][C:7]2[CH:8]=[CH:9][C:10]([O:11][CH3:12])=[C:5]([O:4][CH2:3][CH2:2][N:36]3[CH:37]=[CH:38][N:39]=[C:35]3[N+:32]([O-:34])=[O:33])[CH:6]=2)[CH:22]=[CH:21][C:20]=1[O:23][CH3:24] |f:1.2|. Procedure: The Standard Procedure 2 was followed by use of 5a (57.9 mg, 0.129 mmol, 1.0 equiv), sodium methoxide (15.4 mg, 0.285 mmol, 2.2 equiv), and 2-nitroimidazole (6b, 29.3 mg, 0.259 mmol, 2.0 equiv). After workup and purification with column chromatography (80% EtOAc in hexanes as eluant), 7b (32.9 mg, 0.0682 mmol) was obtained in 53% yield as a yellow gummy oil: 1H NMR (CDCl3, 400 MHz) δ 0.79 (d, J=6.8 Hz, 3H, CH3), 0.82 (d, J=6.8 Hz, 3H, CH3), 1.70-1.72 (m, 2H, 2×CH), 2.21-2.31 (m, 2H, 2×ArCH), 2.6... The reactants are O=C(c1ccccc1)c1cc(Cl)ccc1C#CCN1C(=O)c2ccccc2C1=O, C1CCOC1. The product is O=C(c1ccccc1)c1cc(Cl)ccc1CCCN1C(=O)c2ccccc2C1=O. As a reaction SMILES: [Cl:1][c:2]1[cH:3][c:4]([C:22]([c:23]2[cH:24][cH:25][cH:26][cH:27][cH:28]2)=[O:29])[c:5]([C:8]#[C:9][CH2:10][N:11]2[C:12](=[O:21])[c:13]3[c:14]([cH:17][cH:18][cH:19][cH:20]3)[C:15]2=[O:16])[cH:6][cH:7]1.[O:30]1[CH2:31][CH2:32][CH2:33][CH2:34]1>>[Cl:1][c:2]1[cH:3][c:4]([C:22]([c:23]2[cH:24][cH:25][cH:26][cH:27][cH:28]2)=[O:29])[c:5]([CH2:8][CH2:9][CH2:10][N:11]2[C:12](=[O:21])[c:13]3[c:14]([cH:17][cH:18][cH:19][cH:20]3)[C:15]2=[O:16])[cH:6][cH:7]1. Reactants: C(=O)O (Formic acid), N1C=C(C2=CC=CC=C12)C[C@H](C(=O)NCC1=C(C=CC=C1)OC)NC(C1=CC=CC=C1)(C1=CC=CC=C1)C1=CC=CC=C1 ((R)-3-(1H-indol-3-yl)-N-(2-methoxybenzyl)-2-(N-triphenylmethylamino) propanamide). The solvent is C(Cl)Cl (methylene chloride). Conditions: time 4 hour. The product is N1C=C(C2=CC=CC=C12)CC(C(=O)NCC1=C(C=CC=C1)OC)N (3-(1H-indol-3-yl)-2-amino-N-(2-methoxybenzyl)propanamide). Yield: 90.0%. As a reaction SMILES: C(O)=O.[NH:4]1[C:12]2[C:7](=[CH:8][CH:9]=[CH:10][CH:11]=2)[C:6]([CH2:13][C@@H:14]([NH:27]C(C2C=CC=CC=2)(C2C=CC=CC=2)C2C=CC=CC=2)[C:15]([NH:17][CH2:18][C:19]2[CH:24]=[CH:23][CH:22]=[CH:21][C:20]=2[O:25][CH3:26])=[O:16])=[CH:5]1>C(Cl)Cl>[NH:4]1[C:12]2[C:7](=[CH:8][CH:9]=[CH:10][CH:11]=2)[C:6]([CH2:13][CH:14]([NH2:27])[C:15]([NH:17][CH2:18][C:19]2[CH:24]=[CH:23][CH:22]=[CH:21][C:20]=2[O:25][CH3:26])=[O:16])=[CH:5]1. Procedure details: Formic acid (9.0 ml, 238.540 mmol) was added to a stirring solution of (R)-3-(1H-indol-3-yl)-N-(2-methoxybenzyl)-2-(N-triphenylmethylamino) propanamide (14.11 g, 23.763 mmol) in anhydrous methylene chloride under a nitrogen atmosphere at 0° C. After 4 hours, the reaction mixture was concentrated to an oil on a rotary evaporator and redissolved in diethyl ether and 1.0N hydrochloric acid. The aqueous layer was washed twice with diethyl ether and basified with sodium hydroxide to a pH greater than... The reactants are O=C([O-])[O-], CC(C)(C)OC(=O)N1CCC(Oc2ccnc(Cl)n2)CC1, [K+], [K+], C1COCCO1, O. The product is CC(C)(C)OC(=O)N1CCC(Oc2cc[nH]c(=O)n2)CC1. As a reaction SMILES: [C:22]([O-:23])(=[O:24])[O-:25].[Cl:1][c:2]1[n:3][cH:4][cH:5][c:6]([O:8][CH:9]2[CH2:10][CH2:11][N:12]([C:15](=[O:16])[O:17][C:18]([CH3:19])([CH3:20])[CH3:21])[CH2:13][CH2:14]2)[n:7]1.[K+:26].[K+:27].[O:28]1[CH2:29][CH2:30][O:31][CH2:32][CH2:33]1.[OH2:34]>>[c:2]1(=[O:23])[nH:3][cH:4][cH:5][c:6]([O:8][CH:9]2[CH2:10][CH2:11][N:12]([C:15](=[O:16])[O:17][C:18]([CH3:19])([CH3:20])[CH3:21])[CH2:13][CH2:14]2)[n:7]1. As a reaction SMILES: [CH:1]([C:4]1[N:8]=[C:7]([N:9]2[CH2:14][CH2:13][CH:12]([C@H:15]3[CH2:17][C@H:16]3[CH2:18][CH2:19][O:20][C:21]3[CH:26]=[CH:25][C:24]([CH2:27][C:28]([OH:30])=O)=[CH:23][CH:22]=3)[CH2:11][CH2:10]2)[O:6][N:5]=1)([CH3:3])[CH3:2].O.O[N:33]1[C:37]2C=CC=[CH:41][C:36]=2N=N1.Cl.C(/N=N/CCCN(C)C)C.N1CCC1>C(Cl)Cl.CO>[N:33]1([C:28](=[O:30])[CH2:27][C:24]2[CH:25]=[CH:26][C:21]([O:20][CH2:19][CH2:18][C@@H:16]3[CH2:17][C@@H:15]3[CH:12]3[CH2:13][CH2:14][N:9]([C:7]4[O:6][N:5]=[C:4]([CH:1]([CH3:2])[CH3:3])[N:8]=4)[CH2:10][CH2:11]3)=[CH:22][CH:23]=2)[CH2:41][CH2:36][CH2:37]1 |f:1.2,3.4|. Run in C(Cl)Cl (CH2Cl2), CO (MeOH), C(Cl)Cl (DCM). Conditions: time 5 minute. The reactants are N1CCC1 (azetidine), C(C)(C)C1=NOC(=N1)N1CCC(CC1)[C@@H]1[C@@H](C1)CCOC1=CC=C(C=C1)CC(=O)O (2-(4-(2-((1S,2R)-2-(1-(3-isopropyl-1,2,4-oxadiazol-5-yl)piperidin-4-yl)cyclopropyl)ethoxy)phenyl)acetic acid), O.ON1N=NC2=C1C=CC=C2 (1-hydroxybenzotriazole hydrate), Cl.C(C)/N=N/CCCN(C)C ((E)-3-(ethyldiazenyl)-N,N-dimethylpropan-1-amine hydrochloride). Reported procedure: 2-(4-(2-((1S,2R)-2-(1-(3-isopropyl-1,2,4-oxadiazol-5-yl)piperidin-4-yl)cyclopropyl)ethoxy)phenyl)acetic acid (100 mg, 0.242 mmol), 1-hydroxybenzotriazole hydrate (55 mg, 0.363 mmol), and (E)-3-(ethyldiazenyl)-N,N-dimethylpropan-1-amine hydrochloride (70.0 mg, 0.363 mmol) were dissolved in CH2Cl2 (4 ml). The mixture was stirred at RT for 5 min. and azetidine (21 mg, 0.363 mmol) was added. The mixture was stirred at RT overnight and loaded directly on Preparative TLC that was developed with 5% MeO... Yields the product N1(CCC1)C(CC1=CC=C(OCC[C@H]2[C@H](C2)C2CCN(CC2)C2=NC(=NO2)C(C)C)C=C1)=O (4-[(1R,2S)-2-{2-[4-(2-azetidin-1-yl-2-oxoethyl)phenoxy]ethyl}cyclopropyl]-1-[3-(1-methylethyl)-1,2,4-oxadiazol-5-yl]piperidine).